From a dataset of the Open Reaction Database (ORD), a public repository of structured organic reaction records. describe an organic reaction: reactants, conditions, products, and yield Reactants: N1(N=CN=C1)CC(=O)C1=CC=C(C=C1)Cl (4-chlorophenyl 1,2,4-triazol-1-ylmethyl ketone), OCN1N=CN=C1 (1-hydroxymethyl-1,2,4-triazole), C1(=CC=CC=C1)C (toluene), N1CCCCC1 (piperidine). Run in O (water), C(C)(=O)O (acetic acid). The product is ClC1=CC=C(C=C1)C(C(CN1N=CN=C1)N1N=CN=C1)=O (1-(4-chlorophenyl)-2,3-di(1,2,4-triazol-1-yl)-1-propanone). Isolated yield 78.5%. As a reaction SMILES: [N:1]1([CH2:6][C:7]([C:9]2[CH:14]=[CH:13][C:12]([Cl:15])=[CH:11][CH:10]=2)=[O:8])[CH:5]=[N:4][CH:3]=[N:2]1.O[CH2:17][N:18]1[CH:22]=[N:21][CH:20]=[N:19]1.C1(C)C=CC=CC=1.N1CCCCC1>O.C(O)(=O)C>[Cl:15][C:12]1[CH:13]=[CH:14][C:9]([C:7](=[O:8])[CH:6]([N:1]2[CH:5]=[N:4][CH:3]=[N:2]2)[CH2:17][N:18]2[CH:22]=[N:21][CH:20]=[N:19]2)=[CH:10][CH:11]=1. Procedure details: A mixture of 44.3 g of 4-chlorophenyl 1,2,4-triazol-1-ylmethyl ketone, 19.6 g of 1-hydroxymethyl-1,2,4-triazole, 300 ml of toluene, 6 g of acetic acid and 2 ml of piperidine is heated under a water separator until separation of water is complete. The mixture is allowed to cool, and the resulting crystalline precipitate is filtered off with suction and washed with diisopropyl ether. 47 g (76% of theory) of 1-(4-chlorophenyl)-2,3-di(1,2,4-triazol-1-yl)-1-propanone of melting point 204° C., are obt... Starting materials: CCOC(=O)C(Cc1ccc(N2C(=O)c3cccc(C)c3C2=O)cc1)NC(=O)c1c(C)cccc1Cl, Cl. The product is Cc1cccc(Cl)c1C(=O)NC(Cc1ccc(N2C(=O)c3cccc(C)c3C2=O)cc1)C(=O)O. RXN SMILES: [CH2:1]([CH3:2])[O:3][C:4]([CH:5]([CH2:6][c:7]1[cH:8][cH:9][c:10]([N:13]2[C:14](=[O:24])[c:15]3[cH:16][cH:17][cH:18][c:19]([CH3:23])[c:20]3[C:21]2=[O:22])[cH:11][cH:12]1)[NH:25][C:26]([c:27]1[c:28]([Cl:34])[cH:29][cH:30][cH:31][c:32]1[CH3:33])=[O:35])=[O:36].[ClH:37]>>[O:3]=[C:4]([CH:5]([CH2:6][c:7]1[cH:8][cH:9][c:10]([N:13]2[C:14](=[O:24])[c:15]3[cH:16][cH:17][cH:18][c:19]([CH3:23])[c:20]3[C:21]2=[O:22])[cH:11][cH:12]1)[NH:25][C:26]([c:27]1[c:28]([Cl:34])[cH:29][cH:30][cH:31][c:32]1[CH3:33])=[O:35])[OH:36]. Reactants: ClC1=CC(=C(C=C1)C#CCN1C(C=2C(C1=O)=CC=CC2)=O)C(C2=CC=CC=C2)=O (1-[4-chloro-2-benzoylphenyl]-3-phthalimidopropyne). Reagents/catalysts: [Pd] (palladium on barium sulfate). Solvent: O1CCCC1 (tetrahydrofuran). Yields the product ClC1=CC(=C(C=C1)C=CCN1C(C=2C(C1=O)=CC=CC2)=O)C(C2=CC=CC=C2)=O (1-[4-Chloro-2-benzoylphenyl]-3-phthalimidopropene). Reaction SMILES: [Cl:1][C:2]1[CH:7]=[CH:6][C:5]([C:8]#[C:9][CH2:10][N:11]2[C:15](=[O:16])[C:14]3=[CH:17][CH:18]=[CH:19][CH:20]=[C:13]3[C:12]2=[O:21])=[C:4]([C:22](=[O:29])[C:23]2[CH:28]=[CH:27][CH:26]=[CH:25][CH:24]=2)[CH:3]=1>O1CCCC1.[Pd]>[Cl:1][C:2]1[CH:7]=[CH:6][C:5]([CH:8]=[CH:9][CH2:10][N:11]2[C:15](=[O:16])[C:14]3=[CH:17][CH:18]=[CH:19][CH:20]=[C:13]3[C:12]2=[O:21])=[C:4]([C:22](=[O:29])[C:23]2[CH:28]=[CH:27][CH:26]=[CH:25][CH:24]=2)[CH:3]=1. Reported procedure: A mixture of 2.0 g of (5 mmole) of 1-[4-chloro-2-benzoylphenyl]-3-phthalimidopropyne and 0.1 g of prehydrogenated 10% palladium on barium sulfate in 50 ml of tetrahydrofuran was hydrogenated at room temperature and atmospheric pressure until 85 ml of hydrogen was absorbed. The catalyst was removed by filtration and the filtrate was concentrated at reduced pressure to dryness. The residue was crystallized from ether to give a white solid, mp 70°-72° C. Recrystallization from ether gave colorless ... The reactants are FC=1C=C(C=CC1)N1[Si](CC[Si]1(C)C)(C)C (1-(3-Fluorophenyl)-2,2,5,5-tetramethyl-1-aza-2,5-disilacyclopentane), S1CC(CC1)=O (tetrahydrothiophen-3-one). Run in O1CCCC1 (tetrahydrofuran), O1CCCC1 (tetrahydrofuran), C1CCCCC1 (cyclohexane). Reaction conditions: temperature -78 celsius, time 2 hour. The product is FC=1C=C(C=CC1C1(CSCC1)O)N (3-fluoro-4-[3-(hydroxy)tetrahydrothiophen-3-yl]benzenamine). As a reaction SMILES: [F:1][C:2]1[CH:3]=[C:4]([N:8]2[Si](C)(C)CC[Si]2(C)C)[CH:5]=[CH:6][CH:7]=1.[S:17]1[CH2:21][CH2:20][C:19](=[O:22])[CH2:18]1>O1CCCC1.C1CCCCC1>[F:1][C:2]1[CH:3]=[C:4]([NH2:8])[CH:5]=[CH:6][C:7]=1[C:19]1([OH:22])[CH2:20][CH2:21][S:17][CH2:18]1. Procedure details: A solution of 1-(3-fluorophenyl)-2,2,5,5-tetramethyl-1-aza-2,5-disilacyclopentane (EXAMPLE 20, Step 1, 1.00 g) in dry tetrahydrofuran (16 mL) at −78° C. under N2 is treated with see-butyllthium (1.3 M in cyclohexane, 3.30 mL) dropwise over 2 mins, and the resulting mixture is stirred at −78° C. for 2 hrs. The mixture is then treated with a solution of tetrahydrothiophen-3-one (423 mg) in dry tetrahydrofuran (4.1 mL) dropwise over 2 mins and is stirred at −78° C., allowing the cooling bath to exp... Reactants: ClC=1C(=C(C(=O)O)C=C(C1)Cl)O (3,5-dichloro-2-hydroxybenzoic acid), C(C)N (ethylamine). Product: ClC=1C(=C(C(=O)NCC)C=C(C1)Cl)O (3,5-Dichloro-N-ethyl-2-hydroxybenzamide). RXN SMILES: [Cl:1][C:2]1[C:3]([OH:12])=[C:4]([CH:8]=[C:9]([Cl:11])[CH:10]=1)[C:5]([OH:7])=O.[CH2:13]([NH2:15])[CH3:14]>>[Cl:1][C:2]1[C:3]([OH:12])=[C:4]([CH:8]=[C:9]([Cl:11])[CH:10]=1)[C:5]([NH:15][CH2:13][CH3:14])=[O:7]. Procedure details: Prepared from 3,5-dichloro-2-hydroxybenzoic acid and ethylamine using the method of preparation 57 to give the title compound as a pale yellow solid. Reactants: C1(CCCC1)C=1C=C(C=NC1OCC(F)(F)F)N (5-cyclopentyl-6-(2,2,2-trifluoro-ethoxy)-pyridin-3-ylamine), C(C1=CN=CC=C1)(=O)O (nicotinic acid). Product: C1(CCCC1)C=1C=C(C=NC1OCC(F)(F)F)NC(C1=CN=CC=C1)=O (N-[5-cyclopentyl-6-(2,2,2-trifluoro-ethoxy)-pyridin-3-yl]-nicotinamide). The yield is 50.6%. As a reaction SMILES: [CH:1]1([C:6]2[CH:7]=[C:8]([NH2:18])[CH:9]=[N:10][C:11]=2[O:12][CH2:13][C:14]([F:17])([F:16])[F:15])[CH2:5][CH2:4][CH2:3][CH2:2]1.[C:19](O)(=[O:26])[C:20]1[CH:25]=[CH:24][CH:23]=[N:22][CH:21]=1>>[CH:1]1([C:6]2[CH:7]=[C:8]([NH:18][C:19](=[O:26])[C:20]3[CH:25]=[CH:24][CH:23]=[N:22][CH:21]=3)[CH:9]=[N:10][C:11]=2[O:12][CH2:13][C:14]([F:15])([F:16])[F:17])[CH2:2][CH2:3][CH2:4][CH2:5]1. Procedure details: This compound was prepared following the same procedure as described for Example 3 using 5-cyclopentyl-6-(2,2,2-trifluoro-ethoxy)-pyridin-3-ylamine (Example 1c) (100 mg, 0.38 mmol) and nicotinic acid (40.6 mg, 0.33 mmol) as starting materials. The title compound (61 mg, 43.3%) was isolated as off white solid; MS (ESI): 366 [M+H]+. Starting materials: ClCCl, CCN(C(C)C)C(C)C, O=C(Cl)CCl, COc1cc2ncnc(Nc3cccc(Cl)c3F)c2cc1OC1CCNCC1, Cl, Cl. The product is COc1cc2ncnc(Nc3cccc(Cl)c3F)c2cc1OC1CCN(C(=O)CCl)CC1. Reaction SMILES: [CH2:45]([Cl:46])[Cl:47].[CH:36]([N:37]([CH:38]([CH3:39])[CH3:40])[CH2:41][CH3:42])([CH3:43])[CH3:44].[Cl:1][CH2:2][C:3](=[O:4])[Cl:5].[Cl:8][c:9]1[c:10]([F:35])[c:11]([NH:12][c:13]2[n:14][cH:15][n:16][c:17]3[cH:18][c:19]([O:30][CH3:31])[c:20]([O:23][CH:24]4[CH2:25][CH2:26][NH:27][CH2:28][CH2:29]4)[cH:21][c:22]23)[cH:32][cH:33][cH:34]1.[ClH:6].[ClH:7]>>[Cl:1][CH2:2][C:3](=[O:4])[N:27]1[CH2:26][CH2:25][CH:24]([O:23][c:20]2[c:19]([O:30][CH3:31])[cH:18][c:17]3[n:16][cH:15][n:14][c:13]([NH:12][c:11]4[c:10]([F:35])[c:9]([Cl:8])[cH:34][cH:33][cH:32]4)[c:22]3[cH:21]2)[CH2:29][CH2:28]1. Reactants: ClCCl, CN(C)C=O, O=C(Cl)C(=O)Cl, O=C(O)c1ccc(C(F)(F)F)cc1. Product: O=C(Cl)c1ccc(C(F)(F)F)cc1. RXN SMILES: [CH2:25]([Cl:26])[Cl:27].[CH3:14][N:15]([CH3:16])[CH:17]=[O:18].[Cl:19][C:20]([C:21]([Cl:22])=[O:23])=[O:24].[OH:1][C:2](=[O:3])[c:4]1[cH:5][cH:6][c:7]([C:10]([F:11])([F:12])[F:13])[cH:8][cH:9]1>>[O:1]=[C:2]([c:4]1[cH:5][cH:6][c:7]([C:10]([F:11])([F:12])[F:13])[cH:8][cH:9]1)[Cl:19].